This data is from the Open Reaction Database (ORD), a public repository of structured organic reaction records. The task is: describe an organic reaction: reactants, conditions, products, and yield Starting materials: C([O-])([O-])=O.[Na+].[Na+] (sodium carbonate), CN(C=O)C (N,N-dimethylformamide), BrC=1C=C(C=CC1)C1CC(=NN1C1=C(C=CC=C1)Cl)C(O)(C(F)(F)F)C(F)(F)F (5-(3-Bromo-phenyl)-1-(2-chloro-phenyl)-3-[di-(trifluoromethyl)-hydroxy-methyl]-4,5-dihydro-1H-pyrazole), C(C)(=O)C1=C(C=CC=C1)B(O)O (2-acetylphenylboronic acid). The reagents and catalysts are C1=CC=C(C=C1)P([C-]2C=CC=C2)C3=CC=CC=C3.C1=CC=C(C=C1)P([C-]2C=CC=C2)C3=CC=CC=C3.Cl[Pd]Cl.[Fe+2] (Pd(dppf)Cl2). The solvent is C(C)(=O)OCC (ethyl acetate). Conditions: temperature 80 celsius, time 16 hour. Product: C(C)(=O)C1=C(C=CC=C1)C1=CC(=CC=C1)C1CC(=NN1C1=C(C=CC=C1)Cl)C(O)(C(F)(F)F)C(F)(F)F (5-(2′-acetyl-biphenyl-3-yl)-1-(2-chloro-phenyl)-3-[di-(trifluoromethyl)-hydroxy-methyl]-4,5-dihydro-1H-pyrazole). Isolated yield 23.1%. As a reaction SMILES: Br[C:2]1[CH:3]=[C:4]([CH:8]2[N:12]([C:13]3[CH:18]=[CH:17][CH:16]=[CH:15][C:14]=3[Cl:19])[N:11]=[C:10]([C:20]([C:26]([F:29])([F:28])[F:27])([C:22]([F:25])([F:24])[F:23])[OH:21])[CH2:9]2)[CH:5]=[CH:6][CH:7]=1.[C:30]([C:33]1[CH:38]=[CH:37][CH:36]=[CH:35][C:34]=1B(O)O)(=[O:32])[CH3:31].C(=O)([O-])[O-].[Na+].[Na+].CN(C)C=O>C1C=CC(P(C2C=CC=CC=2)[C-]2C=CC=C2)=CC=1.C1C=CC(P(C2C=CC=CC=2)[C-]2C=CC=C2)=CC=1.Cl[Pd]Cl.[Fe+2].C(OCC)(=O)C>[C:30]([C:33]1[CH:38]=[CH:37][CH:36]=[CH:35][C:34]=1[C:2]1[CH:7]=[CH:6][CH:5]=[C:4]([CH:8]2[N:12]([C:13]3[CH:18]=[CH:17][CH:16]=[CH:15][C:14]=3[Cl:19])[N:11]=[C:10]([C:20]([C:22]([F:23])([F:25])[F:24])([C:26]([F:29])([F:27])[F:28])[OH:21])[CH2:9]2)[CH:3]=1)(=[O:32])[CH3:31] |f:2.3.4,6.7.8.9|. Procedure details: 5-(3-Bromo-phenyl)-1-(2-chloro-phenyl)-3-[di-(trifluoromethyl)-hydroxy-methyl]-4,5-dihydro-1H-pyrazole (20.0 mg, 0.04 mmol) prepared in Step 4 of Preparation 16, 2-acetylphenylboronic acid (8.0 mg, 0.05 mmol), Pd(dppf)Cl2 (2.0 mg, cat.), and a 2N sodium carbonate solution (0.5 mL) were added to N,N-dimethylformamide (0.5 mL). The reaction mixture was stirred at 80° C. for 16 hours and then ethyl acetate was added thereto. The reaction mixture was washed with distilled water and brine, dried on a...